describe an organic reaction: reactants, conditions, products, and yield From a dataset of the Open Reaction Database (ORD), a public repository of structured organic reaction records. Yields the product CCOC(=O)Cn1c(=O)[nH]c(=O)c2c1ncn2Cc1ccccc1. Reactants: CCOC(=O)CBr, O=C([O-])[O-], O=c1[nH]c(=O)c2c(ncn2Cc2ccccc2)[nH]1, CN(C)C=O, CCOC(C)=O, [K+], [K+], O. RXN SMILES: [Br:30][CH2:31][C:32](=[O:33])[O:34][CH2:35][CH3:36].[C:19](=[O:20])([O-:21])[O-:22].[CH2:1]([c:2]1[cH:3][cH:4][cH:5][cH:6][cH:7]1)[n:8]1[cH:9][n:10][c:11]2[nH:12][c:13](=[O:18])[nH:14][c:15](=[O:17])[c:16]12.[CH3:25][N:26]([CH3:27])[CH:28]=[O:29].[CH3:37][CH2:38][O:39][C:40](=[O:41])[CH3:42].[K+:23].[K+:24].[OH2:43]>>[CH2:1]([c:2]1[cH:3][cH:4][cH:5][cH:6][cH:7]1)[n:8]1[cH:9][n:10][c:11]2[n:12]([CH2:31][C:32](=[O:33])[O:34][CH2:35][CH3:36])[c:13](=[O:18])[nH:14][c:15](=[O:17])[c:16]12. The reactants are C(C)N1CCN(CC1)C1=CC(=C(C=C1)NC1=NC=NC(=C1)NC)[N+](=O)[O-] (N4-(4-(4-ethylpiperazin-1-yl)-2-nitrophenyl)-N6-methylpyrimidine-4,6-diamine), [H-].[Na+] (NaH), [NH4+].[Cl-] (NH4Cl), ClC1=C(C=C(C(=C1N=C=O)Cl)OC)OC (2,4-dichloro-3-isocyanato-1,5-dimethoxy-benzene). Run in C1CCOC1 (THF). Run at time 30 minute. Yields the product ClC1=C(C(=C(C=C1OC)OC)Cl)NC(N(C)C1=NC=NC(=C1)NC1=C(C=C(C=C1)N1CCN(CC1)CC)[N+](=O)[O-])=O (3-(2,6-Dichloro-3,5-dimethoxyphenyl)-1-(6-(4-(4-ethylpiperazin-1-yl)-2-nitrophenylamino)pyrimidin-4-yl)-1-methylurea). The yield is 22.3%. As a reaction SMILES: [CH2:1]([N:3]1[CH2:8][CH2:7][N:6]([C:9]2[CH:14]=[CH:13][C:12]([NH:15][C:16]3[CH:21]=[C:20]([NH:22][CH3:23])[N:19]=[CH:18][N:17]=3)=[C:11]([N+:24]([O-:26])=[O:25])[CH:10]=2)[CH2:5][CH2:4]1)[CH3:2].[H-].[Na+].[Cl:29][C:30]1[C:35]([N:36]=[C:37]=[O:38])=[C:34]([Cl:39])[C:33]([O:40][CH3:41])=[CH:32][C:31]=1[O:42][CH3:43].[NH4+].[Cl-]>C1COCC1>[Cl:29][C:30]1[C:31]([O:42][CH3:43])=[CH:32][C:33]([O:40][CH3:41])=[C:34]([Cl:39])[C:35]=1[NH:36][C:37](=[O:38])[N:22]([C:20]1[CH:21]=[C:16]([NH:15][C:12]2[CH:13]=[CH:14][C:9]([N:6]3[CH2:7][CH2:8][N:3]([CH2:1][CH3:2])[CH2:4][CH2:5]3)=[CH:10][C:11]=2[N+:24]([O-:26])=[O:25])[N:17]=[CH:18][N:19]=1)[CH3:23] |f:1.2,4.5|. Reported procedure: To a solution of N4-(4-(4-ethylpiperazin-1-yl)-2-nitrophenyl)-N6-methylpyrimidine-4,6-diamine (870 g, 2.44 mmol) in THF (15 mL) was added NaH (60%, 200 mg, 5 mmol) at 0° C., and the mixture was stirred for 30 minutes at room temperature. A solution of 2,4-dichloro-3-isocyanato-1,5-dimethoxy-benzene (Procedure 2A, steps a-d; 908 g, 3.66 mmol) in THE was added dropwise at 0° C. The resulting mixture was stirred at room temperature for 2 hours. Saturated aqueous NH4Cl solution (2 mL) was added to q... Reactants: C(=O)C=1C=CC(=C(C1)NC=1SC(=C(N1)C1=C(C=CC=C1)C(F)(F)F)C(=O)N)[N+](=O)[O-] (2-(5-formyl-2-nitro-phenylamino)-4-(2-trifluoromethyl-phenyl)-thiazole-5-carboxylic acid amide), C(C)(=O)O[BH-](OC(C)=O)OC(C)=O.[Na+] (sodium triacetoxy-borohydride), CN1CCNCC1 (1-methylpiperazine). Run in ClCCl (dichloromethane), ClCCl (dichloromethane). Conditions: time 8 hour. Yields the product CN1CCN(CC1)CC=1C=CC(=C(C1)NC=1SC(=C(N1)C1=C(C=CC=C1)C(F)(F)F)C(=O)N)[N+](=O)[O-] (2-[5-(4-methyl-piperazin-1-ylmethyl)-2-nitro-phenylamino]-4-(2-trifluoromethyl-phenyl)-thiazole-5-carboxylic acid amide). The yield is 75.0%. RXN SMILES: [CH:1]([C:3]1[CH:4]=[CH:5][C:6]([N+:28]([O-:30])=[O:29])=[C:7]([NH:9][C:10]2[S:11][C:12]([C:25]([NH2:27])=[O:26])=[C:13]([C:15]3[CH:20]=[CH:19][CH:18]=[CH:17][C:16]=3[C:21]([F:24])([F:23])[F:22])[N:14]=2)[CH:8]=1)=O.C(O[BH-](OC(=O)C)OC(=O)C)(=O)C.[Na+].[CH3:45][N:46]1[CH2:51][CH2:50][NH:49][CH2:48][CH2:47]1>ClCCl>[CH3:45][N:46]1[CH2:51][CH2:50][N:49]([CH2:1][C:3]2[CH:4]=[CH:5][C:6]([N+:28]([O-:30])=[O:29])=[C:7]([NH:9][C:10]3[S:11][C:12]([C:25]([NH2:27])=[O:26])=[C:13]([C:15]4[CH:20]=[CH:19][CH:18]=[CH:17][C:16]=4[C:21]([F:23])([F:22])[F:24])[N:14]=3)[CH:8]=2)[CH2:48][CH2:47]1 |f:1.2|. Procedure: To a solution 0.18 g (0.41 mmole) of 2-(5-formyl-2-nitro-phenylamino)-4-(2-trifluoromethyl-phenyl)-thiazole-5-carboxylic acid amide (VI.17b) and 0.18 g (0.83 mmole) of sodium triacetoxy-borohydride in 15 mL of dichloromethane was added 0.069 mL (0.62 mmole) of 1-methylpiperazine. The mixture was stirred at room temperature overnight. The mixture was then diluted with dichloromethane, washed with saturated sodium bicarbonate, brine, dried over anhydrous sodium sulfate and concentrated under reduc... Starting materials: N#Cc1nccn1Cc1cccs1, CCO, Cl. Yields the product NC(=O)c1nccn1Cc1cccs1. RXN SMILES: [C:1](#[N:2])[c:3]1[n:4]([CH2:8][c:9]2[s:10][cH:11][cH:12][cH:13]2)[cH:5][cH:6][n:7]1.[CH3:15][CH2:16][OH:17].[ClH:14]>>[C:1]([NH2:2])([c:3]1[n:4]([CH2:8][c:9]2[s:10][cH:11][cH:12][cH:13]2)[cH:5][cH:6][n:7]1)=[O:17]. The reactants are [Cl-].[Li+] (lithium chloride), C(#N)C=1C=C(C(=O)N2CS(C3=C2C=CC=C3)=O)C=C(C1OC)C(F)(F)F (3-(3-cyano-4-methoxy-5-trifluoromethylbenzoyl)-1-oxo-2,3-dihydro-1,3-benzothiazole), Cl (hydrochloric acid). Run in CN(C=O)C (N,N-dimethylformamide). Run at temperature 70 celsius, time 3 hour. Yields the product C(#N)C=1C=C(C(=O)N2CS(C3=C2C=CC=C3)=O)C=C(C1O)C(F)(F)F (3-(3-cyano-4-hydroxy-5-trifluoromethylbenzoyl)-1-oxo-2,3-dihydro-1,3-benzothiazole). The yield is 82.9%. RXN SMILES: [C:1]([C:3]1[CH:4]=[C:5]([CH:18]=[C:19]([C:23]([F:26])([F:25])[F:24])[C:20]=1[O:21]C)[C:6]([N:8]1[C:12]2[CH:13]=[CH:14][CH:15]=[CH:16][C:11]=2[S:10](=[O:17])[CH2:9]1)=[O:7])#[N:2].[Cl-].[Li+].Cl>CN(C)C=O>[C:1]([C:3]1[CH:4]=[C:5]([CH:18]=[C:19]([C:23]([F:26])([F:24])[F:25])[C:20]=1[OH:21])[C:6]([N:8]1[C:12]2[CH:13]=[CH:14][CH:15]=[CH:16][C:11]=2[S:10](=[O:17])[CH2:9]1)=[O:7])#[N:2] |f:1.2|. Procedure: 3-(3-cyano-4-methoxy-5-trifluoromethylbenzoyl)-1-oxo-2,3-dihydro-1,3-benzothiazole (619 mg) was dissolved in N,N-dimethylformamide (5 mL), and lithium chloride (276 mg) was added to the solution, and the mixture was stirred at 70° C. for 3 hours. To the reaction solution, 1N hydrochloric acid was added, and then the reaction mixture was extracted with ethyl acetate. The organic layer was washed with 1N hydrochloric acid and saturated brine, and then dried over anhydrous sodium sulfate. The solve... The reactants are C(C)(=O)N1[C@H](CC2=CC(=C(C=C12)[N+](=O)[O-])OC)C ((2S)-1-acetyl-2-methyl-5-(methyloxy)-6-nitro-2,3-dihydro-1H-indole), Cl (HCl), O1CCOCC1 (dioxane). Run in CO (MeOH). The product is Cl.C[C@@H]1NC2=CC(=C(C=C2C1)OC)[N+](=O)[O-] ((2S)-2-methyl-5-(methyloxy)-6-nitro-2,3-dihydro-1H-indole hydrogen chloride). Yield: 100.0%. Reaction SMILES: C([N:4]1[C:12]2[C:7](=[CH:8][C:9]([O:16][CH3:17])=[C:10]([N+:13]([O-:15])=[O:14])[CH:11]=2)[CH2:6][C@@H:5]1[CH3:18])(=O)C.[ClH:19].O1CCOCC1>CO>[ClH:19].[CH3:18][C@H:5]1[CH2:6][C:7]2[C:12](=[CH:11][C:10]([N+:13]([O-:15])=[O:14])=[C:9]([O:16][CH3:17])[CH:8]=2)[NH:4]1 |f:4.5|. Reported procedure: A slurry of (2S)-1-acetyl-2-methyl-5-(methyloxy)-6-nitro-2,3-dihydro-1H-indole (5.7 g, 22.78 mmol) in MeOH (50 mL) and a 4N HCl solution in dioxane (56.9 mL, 228 mmol) was heated at 70° C. for 10 h. The resulting mixture was allowed to cool to rt and concentrated to afford (2S)-2-methyl-5-(methyloxy)-6-nitro-2,3-dihydro-1H-indole hydrogen chloride as a beige solid (5.55 g, 100%). 1H NMR (400 MHz, DMSO-d6) δ ppm 1.39 (d, J=6.41 Hz, 3H), 2.84 (dd, J=16.94, 7.60 Hz, 1H), 3.34 (dd, J=16.85, 8.06 Hz,...